From a dataset of the Open Reaction Database (ORD), a public repository of structured organic reaction records. describe an organic reaction: reactants, conditions, products, and yield The reactants are OCc1ccccc1, Cc1ccccc1, Clc1ccccn1, [K+], [OH-]. The product is c1ccc(COc2ccccn2)cc1. As a reaction SMILES: [CH2:8]([c:9]1[cH:10][cH:11][cH:12][cH:13][cH:14]1)[OH:15].[CH3:18][c:19]1[cH:20][cH:21][cH:22][cH:23][cH:24]1.[Cl:1][c:2]1[n:3][cH:4][cH:5][cH:6][cH:7]1.[K+:17].[OH-:16]>>[c:2]1([O:15][CH2:8][c:9]2[cH:10][cH:11][cH:12][cH:13][cH:14]2)[n:3][cH:4][cH:5][cH:6][cH:7]1. Reactants: CC(=O)OC1CC2=CCC3C4CCC(C(C)CO)C4(C)CCC3C2(C)C(OC(C)=O)C1, BrC(Br)(Br)Br, c1ccc(P(c2ccccc2)c2ccccc2)cc1. The product is CC(=O)OC1CC2=CCC3C4CCC(C(C)CBr)C4(C)CCC3C2(C)C(OC(C)=O)C1. As a reaction SMILES: [C:1]([CH3:2])(=[O:3])[O:4][CH:5]1[CH2:6][CH:7]([O:28][C:29]([CH3:30])=[O:31])[CH2:8][C:9]2=[CH:10][CH2:11][CH:12]3[CH:13]4[CH2:14][CH2:15][CH:16]([CH:17]([CH2:18][OH:19])[CH3:20])[C:21]4([CH3:27])[CH2:22][CH2:23][CH:24]3[C:25]12[CH3:26].[C:32]([Br:33])([Br:34])([Br:35])[Br:36].[c:37]1([P:38]([c:39]2[cH:40][cH:41][cH:42][cH:43][cH:44]2)[c:45]2[cH:46][cH:47][cH:48][cH:49][cH:50]2)[cH:51][cH:52][cH:53][cH:54][cH:55]1>>[C:1]([CH3:2])(=[O:3])[O:4][CH:5]1[CH2:6][CH:7]([O:28][C:29]([CH3:30])=[O:31])[CH2:8][C:9]2=[CH:10][CH2:11][CH:12]3[CH:13]4[CH2:14][CH2:15][CH:16]([CH:17]([CH2:18][Br:33])[CH3:20])[C:21]4([CH3:27])[CH2:22][CH2:23][CH:24]3[C:25]12[CH3:26]. Starting materials: COC1CCCN1C(=O)OCc1ccccc1, C[Si](C)(C)OS(=O)(=O)C(F)(F)F, ClCCl. The product is O=C(OCc1ccccc1)N1C=CCC1. As a reaction SMILES: [CH2:1]([c:2]1[cH:3][cH:4][cH:5][cH:6][cH:7]1)[O:8][C:9](=[O:10])[N:11]1[CH:12]([O:16][CH3:17])[CH2:13][CH2:14][CH2:15]1.[CH3:18][Si:19]([O:20][S:21]([C:22]([F:23])([F:24])[F:25])(=[O:26])=[O:27])([CH3:28])[CH3:29].[Cl:30][CH2:31][Cl:32]>>[CH2:1]([c:2]1[cH:3][cH:4][cH:5][cH:6][cH:7]1)[O:8][C:9](=[O:10])[N:11]1[CH:12]=[CH:13][CH2:14][CH2:15]1. Starting materials: C(OC)(=O)Cl (methyl chlorocarbonate), C1(=CC=CC=C1)C (toluene). Conditions: time 7 hour. Product: CC1=C(CCl)C=C(C=C1)C1=CC=CC=C1 (2-methyl-5-phenylbenzyl chloride). As a reaction SMILES: [C:1]([Cl:5])(=O)OC.[C:6]1([CH3:12])[CH:11]=[CH:10][CH:9]=[CH:8][CH:7]=1>>[CH3:12][C:6]1[CH:11]=[CH:10][C:9]([C:6]2[CH:11]=[CH:10][CH:9]=[CH:8][CH:7]=2)=[CH:8][C:7]=1[CH2:1][Cl:5]. Procedure details: 315 mg (1.40 mmol) of N,N-dimethyl-(2-methyl-5-phenylbenzyl)amine (produced in the same manner as in Intermediate Production Example 12) was dissolved in 3 ml of toluene, and to this solution was added 370 mg (3.92 mmol) of methyl chlorocarbonate at room temperature. Directly after addition, the reaction mixture tuned to white suspension. This while suspension was stirred at room temperature for 7 hours, then, washed with 1 N hydrochloric acid, saturated sodium bicarbonate water, and saturated s...